This data is from the Open Reaction Database (ORD), a public repository of structured organic reaction records. The task is: describe an organic reaction: reactants, conditions, products, and yield The reactants are O=C([O-])[O-], CN(C)C=O, CC(C)C(=O)Nc1cn2nc(I)ccc2n1, [K+], [K+], Nc1cccc(O)c1. Product: CC(C)C(=O)Nc1cn2nc(Oc3cccc(N)c3)ccc2n1. RXN SMILES: [C:17](=[O:18])([O-:19])[O-:20].[CH3:31][N:32]([CH3:33])[CH:34]=[O:35].[I:1][c:2]1[cH:3][cH:4][c:5]2[n:6]([n:7]1)[cH:8][c:9]([NH:11][C:12]([CH:13]([CH3:14])[CH3:15])=[O:16])[n:10]2.[K+:21].[K+:22].[NH2:23][c:24]1[cH:25][cH:26][cH:27][c:28]([OH:29])[cH:30]1>>[c:2]1([O:29][c:28]2[cH:27][cH:26][cH:25][c:24]([NH2:23])[cH:30]2)[cH:3][cH:4][c:5]2[n:6]([n:7]1)[cH:8][c:9]([NH:11][C:12]([CH:13]([CH3:14])[CH3:15])=[O:16])[n:10]2. Starting materials: C(C)C=1SC=C(N1)\C=C\C=1C(=NN(C1)C1=C(C=CC=C1)C)OCOC (2-ethyl-4-{(E)-2-[3-(methoxymethoxy)-1-(2-methylphenyl)-1H-pyrazol-4-yl]ethenyl}-1,3-thiazole), Cl (hydrochloric acid). Run in CO (methanol). Reaction conditions: temperature 50 celsius, time 1 hour. Yields the product C(C)C=1SC=C(N1)/C=C/C=1C(=NN(C1)C1=C(C=CC=C1)C)O (4-[(E)-2-(2-ethyl-1,3-thiazol-4-yl)ethenyl]-1-(2-methylphenyl)-1H-pyrazol-3-ol). Isolated yield 85.5%. Reaction SMILES: [CH2:1]([C:3]1[S:4][CH:5]=[C:6](/[CH:8]=[CH:9]/[C:10]2[C:11]([O:22]COC)=[N:12][N:13]([C:15]3[CH:20]=[CH:19][CH:18]=[CH:17][C:16]=3[CH3:21])[CH:14]=2)[N:7]=1)[CH3:2].Cl>CO>[CH2:1]([C:3]1[S:4][CH:5]=[C:6](/[CH:8]=[CH:9]/[C:10]2[C:11]([OH:22])=[N:12][N:13]([C:15]3[CH:20]=[CH:19][CH:18]=[CH:17][C:16]=3[CH3:21])[CH:14]=2)[N:7]=1)[CH3:2]. Procedure: To a solution of 2-ethyl-4-{(E)-2-[3-(methoxymethoxy)-1-(2-methylphenyl)-1H-pyrazol-4-yl]ethenyl}-1,3-thiazole (0.81 g) in methanol (20 mL) was added concentrated hydrochloric acid (0.42 mL) at room temperature, and the mixture was stirred at 50° C. for 1 hr. The reaction mixture was evaporated under reduced pressure, saturated aqueous sodium hydrogen carbonate was added to the residue, and the mixture was extracted with ethyl acetate-tetrahydrofuran. The organic layer was washed with saturated ... Reactants: NC(=O)N (urea), [N+](=O)([O-])C=1C=C(CN2C(N(C(C2=O)=O)CC(=O)O)=C)C=CC1 (3-(3-nitrobenzyl)-2-methylidene-4,5-dioxoimidazolidine-1-acetic acid), Cl (hydrochloric acid). Solvent: C(C)(=O)O (acetic acid). Run at time 2 hour. Yields the product C(C1=CC=CC=C1)N1C(N(C(C1)=O)CC(=O)O)=O (1-benzyl-2,4-dioxoimidazolidine-3-acetic acid). RXN SMILES: NC(N)=[O:3].[N+]([C:8]1[CH:9]=[C:10]([CH:24]=[CH:25][CH:26]=1)[CH2:11][N:12]1[C:16](=O)[C:15](=[O:18])[N:14]([CH2:19][C:20]([OH:22])=[O:21])[C:13]1=C)([O-])=O.Cl>C(O)(=O)C>[CH2:11]([N:12]1[CH2:16][C:15](=[O:18])[N:14]([CH2:19][C:20]([OH:22])=[O:21])[C:13]1=[O:3])[C:10]1[CH:24]=[CH:25][CH:26]=[CH:8][CH:9]=1. Procedure details: A mixture of 1.7 g of the above-prepared urea product of paragraph (1) dissolved in 3 mL of acetic acid and 1 mL of concentrated hydrochloric acid was heated to reflux for four hours. After evaporating the solvent therefrom, 3 mL of acetic acid and 1 mL of concentrated hydrochloric acid were added to the residue followed by stirring for two hours. The resulting component was concentrated, washed well with water and recrystallized from ethanol to give 1.2 g of 1-benzyl-2,4-dioxoimidazolidine-3-ac...